Dataset: the Open Reaction Database (ORD), a public repository of structured organic reaction records. Task: describe an organic reaction: reactants, conditions, products, and yield Starting materials: NC1=C(C=CC(=C1)OCC1=CC(=CC=C1)F)SC1=CC=C(C=C1)O (4-[2-Amino-4-(3-fluoro-benzyloxy)-phenylsulfanyl]-phenol), NC1=C(C=CC(=C1)OCC1=CC=CC=C1)SC1=CC=C(C=C1)O (4-(2-Amino-4-benzyloxy-phenylsulfanyl)-phenol), C(#N)C=1C(=NC=CC1)N=CN(C)C (N′-(3-Cyano-pyridin-2-yl)-N,N-dimethyl-formamidine), NC1=C(C=CC(=C1)OCC1=CC=CC=C1)SC1=CC=C(C=C1)O (4-(2-Amino-4-benzyloxy-phenylsulfanyl)-phenol). The product is C(C1=CC=CC=C1)OC1=CC(=C(C=C1)SC1=CC=C(C=C1)O)NC=1C2=C(N=CN1)N=CC=C2 (4-[4-Benzyloxy-2-(pyrido[2,3-d]pyrimidin-4-ylamino)-phenylsulfanyl]-phenol). As a reaction SMILES: [NH2:1][C:2]1[CH:7]=[C:6]([O:8][CH2:9][C:10]2[CH:15]=[CH:14][CH:13]=[CH:12][CH:11]=2)[CH:5]=[CH:4][C:3]=1[S:16][C:17]1[CH:22]=[CH:21][C:20]([OH:23])=[CH:19][CH:18]=1.C([C:26]1[C:27]([N:32]=[CH:33][N:34]([CH3:36])C)=[N:28][CH:29]=[CH:30][CH:31]=1)#N.NC1C=C(OCC2C=CC=C(F)C=2)C=CC=1SC1C=CC(O)=CC=1>>[CH2:9]([O:8][C:6]1[CH:5]=[CH:4][C:3]([S:16][C:17]2[CH:18]=[CH:19][C:20]([OH:23])=[CH:21][CH:22]=2)=[C:2]([NH:1][C:36]2[C:26]3[CH:31]=[CH:30][CH:29]=[N:28][C:27]=3[N:32]=[CH:33][N:34]=2)[CH:7]=1)[C:10]1[CH:11]=[CH:12][CH:13]=[CH:14][CH:15]=1. Procedure: The product from Example 27A and the product from Example 57A were reacted according to the procedure in Example 57E substituting the product of Example 27A for the product of Example 57D to provide the title compound which was isolated as the acetic acid salt (79 mg, 48%). 1H NMR (300 MHz, DMSO-D6) δ ppm: 5.10 (s, 3H), 6.61-6.72 (m, 2H), 6.93 (d, J=9.56 Hz, 1H), 7.11 (d, J=8.46 Hz, 4H), 7.24 (s, 1H), 7.32-7.47 (m, 5H), 7.59-7.68 (m, 1H), 8.54 (s, 1H), 8.83 (d, J=9.56 Hz, 1H), 9.04 (s, 1H); ESI+... The product is COc1ccc2c(=O)c(-c3ccc(C4(NC(=O)OC(C)(C)C)CCC4)cc3)c(-c3ccccc3)oc2c1Br. Reaction SMILES: [Br:37][c:38]1[c:39]([O:56][CH3:57])[cH:40][cH:41][c:42]2[c:43](=[O:55])[c:44]([I:54])[c:45](-[c:48]3[cH:49][cH:50][cH:51][cH:52][cH:53]3)[o:46][c:47]12.[C:1]([CH3:2])([CH3:3])([CH3:4])[O:5][C:6]([NH:7][C:8]1([c:12]2[cH:13][cH:14][c:15](-[c:18]3[c:19](=[O:20])[c:21]4[c:22]([cH:23][cH:24][c:25]([F:26])[cH:27]4)[o:28][c:29]3-[c:30]3[cH:31][cH:32][cH:33][cH:34][cH:35]3)[cH:16][cH:17]2)[CH2:9][CH2:10][CH2:11]1)=[O:36]>>[C:1]([CH3:2])([CH3:3])([CH3:4])[O:5][C:6]([NH:7][C:8]1([c:12]2[cH:13][cH:14][c:15](-[c:44]3[c:43](=[O:55])[c:42]4[cH:41][cH:40][c:39]([O:56][CH3:57])[c:38]([Br:37])[c:47]4[o:46][c:45]3-[c:48]3[cH:49][cH:50][cH:51][cH:52][cH:53]3)[cH:16][cH:17]2)[CH2:9][CH2:10][CH2:11]1)=[O:36]. Starting materials: COc1ccc2c(=O)c(I)c(-c3ccccc3)oc2c1Br, CC(C)(C)OC(=O)NC1(c2ccc(-c3c(-c4ccccc4)oc4ccc(F)cc4c3=O)cc2)CCC1. The reactants are C(C1=CC=CC=C1)OC=1C(=CC(=C2CCN(CC12)NC1=CC=NC=C1)Br)OC ((8-Benzyloxy-5-bromo-3,4-dihydro-7-methoxy-1H-isoquinolin-2-yl)-4-pyridinylamine). The reagents and catalysts are [Pd] (palladium-on-carbon). The solvent is C(C)O (ethanol). The product is Br.COC1=CC=C2CCN(CC2=C1O)NC1=CC=NC=C1 (7-Methoxy-2-(4-pyridinylamino)-1,2,3,4-tetrahydroisoquinolin-8-ol hydrobromide). The yield is 94.6%. As a reaction SMILES: C([O:8][C:9]1[C:10]([O:27][CH3:28])=[CH:11][C:12]([Br:26])=[C:13]2[C:18]=1[CH2:17][N:16]([NH:19][C:20]1[CH:25]=[CH:24][N:23]=[CH:22][CH:21]=1)[CH2:15][CH2:14]2)C1C=CC=CC=1>C(O)C.[Pd]>[BrH:26].[CH3:28][O:27][C:10]1[C:9]([OH:8])=[C:18]2[C:13]([CH2:14][CH2:15][N:16]([NH:19][C:20]3[CH:21]=[CH:22][N:23]=[CH:24][CH:25]=3)[CH2:17]2)=[CH:12][CH:11]=1 |f:3.4|. Procedure details: (8-Benzyloxy-5-bromo-3,4-dihydro-7-methoxy-1H-isoquinolin-2-yl)-4-pyridinylamine) (11 g) was dissolved in ethanol (250 ml) and slowly added to 5% palladium-on-carbon (2.2 g). The mixture was hydrogenated at 55 psi overnight in a parr shaker at ambient temperature. The reaction mixture was filtered through a pad of Celite, and the pad was washed well with methanol. The filtrate was concentrated, and the precipitate was collected and dried to give 8.3 g, 94.6% of product, mp 235-236° C. The reactants are COCCOC (DME), C([O-])([O-])=O.[Na+].[Na+] (sodium carbonate), aqueous solution, BrC=1C(=NC=C(N1)CCS(=O)(=O)C)N (3-bromo-5-(2-(methylsulfonyl)ethyl)pyrazin-2-amine), C(C1=CC=CC=C1)NC(C1=C(C=C(C=C1)B1OC(C(O1)(C)C)(C)C)F)=O (N-benzyl-2-fluoro-4-(4,4,5,5-tetramethyl-1,3,2-dioxaborolan-2-yl)benzamide), COCCOC (DME). Reagents/catalysts: C1=CC=C(C=C1)P([C-]2C=CC=C2)C3=CC=CC=C3.C1=CC=C(C=C1)P([C-]2C=CC=C2)C3=CC=CC=C3.Cl[Pd]Cl.[Fe+2].C(Cl)Cl (PdCl2(dppf) CH2Cl2). Solvent: CO (MeOH). Product: NC=1C(=NC(=CN1)CCS(=O)(=O)C)C1=CC(=C(C(=O)NCC2=CC=CC=C2)C=C1)F (4-(3-amino-6-(2-(methylsulfonyl)ethyl)pyrazin-2-yl)-N-benzyl-2-fluorobenzamide). The yield is 34.0%. As a reaction SMILES: Br[C:2]1[C:3]([NH2:14])=[N:4][CH:5]=[C:6]([CH2:8][CH2:9][S:10]([CH3:13])(=[O:12])=[O:11])[N:7]=1.[CH2:15]([NH:22][C:23](=[O:40])[C:24]1[CH:29]=[CH:28][C:27](B2OC(C)(C)C(C)(C)O2)=[CH:26][C:25]=1[F:39])[C:16]1[CH:21]=[CH:20][CH:19]=[CH:18][CH:17]=1.COCCOC.C(=O)([O-])[O-].[Na+].[Na+]>C1C=CC(P(C2C=CC=CC=2)[C-]2C=CC=C2)=CC=1.C1C=CC(P(C2C=CC=CC=2)[C-]2C=CC=C2)=CC=1.Cl[Pd]Cl.[Fe+2].C(Cl)Cl.CO>[NH2:14][C:3]1[C:2]([C:27]2[CH:28]=[CH:29][C:24]([C:23]([NH:22][CH2:15][C:16]3[CH:17]=[CH:18][CH:19]=[CH:20][CH:21]=3)=[O:40])=[C:25]([F:39])[CH:26]=2)=[N:7][C:6]([CH2:8][CH2:9][S:10]([CH3:13])(=[O:12])=[O:11])=[CH:5][N:4]=1 |f:3.4.5,6.7.8.9.10|. Reported procedure: To 3-bromo-5-(2-(methylsulfonyl)ethyl)pyrazin-2-amine (126 mg, 0.405 mmol) was added N-benzyl-2-fluoro-4-(4,4,5,5-tetramethyl-1,3,2-dioxaborolan-2-yl)benzamide (144 mg, 0.405 mmol), PdCl2(dppf)-CH2Cl2 adduct (33.1 mg, 0.040 mmol), DME (1.5 mL) and then sodium carbonate 2 M aqueous solution (0.607 mL, 1.214 mmol). The reaction was microwave at 125° C. for 12 min followed by LCMS. To the reaction was added 5 mL of DME and 5 mL of MeOH, filtered and concentrated to residue. The crude was dissolved ... Reactants: COCC1CCC(CC1)=O (4-(methoxymethyl)cyclohexanone), C=1(C(=CC=CC1)S(=O)(=O)C[N+]#[C-])C (toluenesulfonylmethyl isocyanide), CC(C)([O-])C.[K+] (potassium tert-butoxide). Run in C(OC)COC (dimethoxyethane), C(C)O (ethanol). Reaction conditions: time 2 hour. Yields the product COCC1CCC(CC1)C#N (4-(methoxymethyl)cyclohexanecarbonitrile). As a reaction SMILES: [CH3:1][O:2][CH2:3][CH:4]1[CH2:9][CH2:8][C:7](=O)[CH2:6][CH2:5]1.C1(C)C(S([CH2:20][N+:21]#[C-])(=O)=O)=CC=CC=1.CC(C)([O-])C.[K+]>C(COC)OC.C(O)C>[CH3:1][O:2][CH2:3][CH:4]1[CH2:9][CH2:8][CH:7]([C:20]#[N:21])[CH2:6][CH2:5]1 |f:2.3|. Procedure: To a cold (−10° C.) solution of EXAMPLE 454C (1.18 g) and toluenesulfonylmethyl isocyanide (2.268 g) in dimethoxyethane (3 mL) and absolute ethanol (0.1 mL) was added portionwise potassium tert-butoxide (2.235 g). The reaction mixture was continued to stir maintaining the temperature below 5° C. for 30 minutes, warmed to room temperature, heated at 35° C. for 30 minutes and then at room temperature for 2 hours. The reaction mixture was concentrated and the residue was dissolved in water-brine, e...